Dataset: the Open Reaction Database (ORD), a public repository of structured organic reaction records. Task: describe an organic reaction: reactants, conditions, products, and yield Reactants: [BH3-]C#N, CNC, CC(=O)O, CO, CCCn1c(-c2ccnc(Nc3ccccc3)n2)cnc1C=O, [Na+]. Yields the product CCCn1c(-c2ccnc(Nc3ccccc3)n2)cnc1CN(C)C. Reaction SMILES: [C:31]([BH3-:32])#[N:33].[CH3:24][NH:25][CH3:26].[CH3:27][C:28](=[O:29])[OH:30].[CH3:35][OH:36].[NH:1]([c:2]1[cH:3][cH:4][cH:5][cH:6][cH:7]1)[c:8]1[n:9][cH:10][cH:11][c:12](-[c:14]2[cH:15][n:16][c:17]([CH:22]=[O:23])[n:18]2[CH2:19][CH2:20][CH3:21])[n:13]1.[Na+:34]>>[NH:1]([c:2]1[cH:3][cH:4][cH:5][cH:6][cH:7]1)[c:8]1[n:9][cH:10][cH:11][c:12](-[c:14]2[cH:15][n:16][c:17]([CH2:22][N:25]([CH3:24])[CH3:26])[n:18]2[CH2:19][CH2:20][CH3:21])[n:13]1. Reactants: C([O-])(O)=O.[Na+] (sodium bicarbonate), [N+](=O)([O-])[O-].[Ce+4].[NH4+].[NH4+].[N+](=O)([O-])[O-].[N+](=O)([O-])[O-].[N+](=O)([O-])[O-].[N+](=O)([O-])[O-].[N+](=O)([O-])[O-] (diammonium cerium (IV) nitrate), Cl.COC1=C(C=C(C(=C1C)C)OC)CCN (2,5-dimethoxy-3,4-dimethylbenzeneethaneamine hydrochloride), S(=O)([O-])S(=O)[O-].[Na+].[Na+] (sodium hydrosulfite). Solvent: O (water), C(C)(=O)OCC (ethyl acetate), C(C)#N (acetonitrile), O (water), O (water), O (water). Run at time 1 hour. Product: CC1=C(C=C2CCNC2=C1C)O (2,3-Dihydro-6,7-dimethyl-1H-indole-5-ol). Isolated yield 70.9%. Reaction SMILES: Cl.CO[C:4]1[C:9]([CH3:10])=[C:8]([CH3:11])[C:7]([O:12]C)=[CH:6][C:5]=1[CH2:14][CH2:15][NH2:16].[N+]([O-])([O-])=O.[Ce+4].[NH4+].[NH4+].[N+]([O-])([O-])=O.[N+]([O-])([O-])=O.[N+]([O-])([O-])=O.[N+]([O-])([O-])=O.[N+]([O-])([O-])=O.C(=O)(O)[O-].[Na+].S(S([O-])=O)([O-])=O.[Na+].[Na+]>O.C(#N)C.C(OCC)(=O)C>[CH3:11][C:8]1[C:9]([CH3:10])=[C:4]2[C:5]([CH2:14][CH2:15][NH:16]2)=[CH:6][C:7]=1[OH:12] |f:0.1,2.3.4.5.6.7.8.9.10,11.12,13.14.15|. Reported procedure: To a suspension of 2,5-dimethoxy-3,4-dimethylbenzeneethaneamine hydrochloride (12.3 g, 0.05 mol) in water (50 mL) was added dropwise a solution of diammonium cerium (IV) nitrate (60.3 g, 0.11 mol) in acetonitrile (100 mL) and water (100 mL) under ice-cooling over 30 minutes, and the mixture was stirred at room temperature for 1 hour. The reaction solution was added dropwise to a suspension of a sodium bicarbonate (65.6 g, 0.78 mol) in water (250 mL)-ethyl acetate (250 mL), and the mixture was st... As a reaction SMILES: C1([CH2:7][C:8]2[N:12]([S:13](=[O:18])(=[O:17])[N:14]([CH3:16])[CH3:15])[C:11]([Si](C(C)(C)C)(C)C)=[N:10][CH:9]=2)CCCCC1.[F-].C([N+](CCCC)(CCCC)CCCC)CCC.C1(CC2N(S(=O)(=[O:60])N(C)C)C=NC=2)CCCCC1.[CH2:62]1[CH2:66][O:65][CH2:64][CH2:63]1>ClCCl.[O-2].[O-2].[Mn+4]>[CH3:15][N:14]([CH3:16])[S:13]([N:12]1[C:8]([C:7]([C:64]2[O:65][CH:66]=[CH:62][CH:63]=2)=[O:60])=[CH:9][N:10]=[CH:11]1)(=[O:18])=[O:17] |f:1.2,6.7.8|. Reagents/catalysts: [O-2].[O-2].[Mn+4] (manganese dioxide). Reactants: solution, [F-].C(CCC)[N+](CCCC)(CCCC)CCCC (tetra-n-butylammonium fluoride), C1(CCCCC1)CC1=CN=C(N1S(N(C)C)(=O)=O)[Si](C)(C)C(C)(C)C (5-cyclohexylmethyl-2-tert-butyldimethylsilyl-1-dimethylsulfamoyl imidazole), C1CCOC1 (THF), C1(CCCCC1)CC1=CN=C(N1S(N(C)C)(=O)=O)[Si](C)(C)C(C)(C)C (5-cyclohexylmethyl-2-tert-butyldimethylsilyl-1-dimethylsulfamoyl imidazole), C1(CCCCC1)CC1=CN=CN1S(N(C)C)(=O)=O (5-cyclohexylmethyl-1-dimethylsulfamoyl imidazole), C1CCOC1 (THF). Yields the product CN(S(=O)(=O)N1C=NC=C1C(=O)C=1OC=CC1)C (5-(furan-2-ylcarbonyl)imidazole-1-sulfonic acid dimethylamide). Solvent: ClCCl (dichloromethane). Conditions: temperature 0 celsius, time 8 hour. Procedure details: 2-(Tert-butyldimethylsilyl)-1-(dimethylsulfamoyl)imidazole (1) (3.3 g, 11.4 mmol) is taken up in 38 mL of anhydrous THF and cooled to −78° C. n-BuLi (7.2 mL, 11.4 mmol) is added dropwise to the solution of (1). The resultant solution is stirred at −78° C. for 30 min. 2-Furfural (2) (0.94 mL, 11.4 mmol) is added to the reaction. The reaction is warmed to rt and stirred overnight. The next day the reaction is quenched with saturated ammonium chloride and diluted with ethyl acetate. The organic lay...